From a dataset of the Open Reaction Database (ORD), a public repository of structured organic reaction records. describe an organic reaction: reactants, conditions, products, and yield Yields the product ClC1=C(O[C@H](C(=O)OC)C)C=CC=C1CN1C(=C(C2=CC(=CC=C12)C(N[C@@H](C)C1=CC(=CC=C1)C(C)C)=O)C)C ((S)-methyl 2-(2-chloro-3-((5-(((S)-1-(3-isopropylphenyl)ethyl)carbamoyl)-2,3-dimethyl-1H-indol-1-yl)methyl)phenoxy)propanoate). The reactants are Cl.C(C)(C)C=1C=C(C=CC1)[C@H](C)N ((S)-1-(3-isopropylphenyl)ethanamine hydrochloride), ClC1=C(CN2C(=C(C3=CC(=CC=C23)C(=O)O)C)C)C=CC=C1O[C@H](C(=O)OC)C ((S)-1-(2-chloro-3-((1-methoxy-1-oxopropan-2-yl)oxy)benzyl)-2,3-dimethyl-1H-indole-5-carboxylic acid). Procedure details: The title compound was prepared following the same protocol as described in Step 5, Example 36, using the (S)-1-(3-isopropylphenyl)ethanamine hydrochloride instead of the (S)-1-(3-cyclopropylphenyl)ethanamine hydrochloride and the (S)-1-(2-chloro-3-((1-methoxy-1-oxopropan-2-yl)oxy)benzyl)-2,3-dimethyl-1H-indole-5-carboxylic acid instead of the 1-(4-(2-methoxy-2-oxoethoxy)benzyl)-2,3-dimethyl-1H-indole-5-carboxylic acid. As a reaction SMILES: Cl.[CH:2]([C:5]1[CH:6]=[C:7]([C@@H:11]([NH2:13])[CH3:12])[CH:8]=[CH:9][CH:10]=1)([CH3:4])[CH3:3].[Cl:14][C:15]1[C:35]([O:36][C@@H:37]([CH3:42])[C:38]([O:40][CH3:41])=[O:39])=[CH:34][CH:33]=[CH:32][C:16]=1[CH2:17][N:18]1[C:26]2[C:21](=[CH:22][C:23]([C:27](O)=[O:28])=[CH:24][CH:25]=2)[C:20]([CH3:30])=[C:19]1[CH3:31]>>[Cl:14][C:15]1[C:16]([CH2:17][N:18]2[C:26]3[C:21](=[CH:22][C:23]([C:27](=[O:28])[NH:13][C@H:11]([C:7]4[CH:8]=[CH:9][CH:10]=[C:5]([CH:2]([CH3:4])[CH3:3])[CH:6]=4)[CH3:12])=[CH:24][CH:25]=3)[C:20]([CH3:30])=[C:19]2[CH3:31])=[CH:32][CH:33]=[CH:34][C:35]=1[O:36][C@@H:37]([CH3:42])[C:38]([O:40][CH3:41])=[O:39] |f:0.1|. The reactants are CC(=O)Nc1ccc(Nc2ncccc2-c2nc(C)nc3c2ncn3C2CCCCO2)cc1Cl, ClCCl, O=C(O)C(F)(F)F. Yields the product CC(=O)Nc1ccc(Nc2ncccc2-c2nc(C)nc3[nH]cnc23)cc1Cl. RXN SMILES: [Cl:1][c:2]1[c:3]([NH:31][C:32]([CH3:33])=[O:34])[cH:4][cH:5][c:6]([NH:8][c:9]2[n:10][cH:11][cH:12][cH:13][c:14]2-[c:15]2[c:16]3[n:17][cH:18][n:19]([CH:25]4[CH2:26][CH2:27][CH2:28][CH2:29][O:30]4)[c:20]3[n:21][c:22]([CH3:24])[n:23]2)[cH:7]1.[Cl:42][CH2:43][Cl:44].[OH:35][C:36]([C:37]([F:38])([F:39])[F:40])=[O:41]>>[Cl:1][c:2]1[c:3]([NH:31][C:32]([CH3:33])=[O:34])[cH:4][cH:5][c:6]([NH:8][c:9]2[n:10][cH:11][cH:12][cH:13][c:14]2-[c:15]2[c:16]3[n:17][cH:18][nH:19][c:20]3[n:21][c:22]([CH3:24])[n:23]2)[cH:7]1. The reactants are OCC(O)CO (glycerol), C(COCCO)O (diethylene glycol), Pectin, CCN(CC)C1=CC2=C(C=C1)C(=C3C=CC(=[N+](CC)CC)C=C3O2)C4=CC=CC=C4C(=O)O.[Cl-] (Rhodamine FB), pectin. Solvent: O (water). Conditions: time 2 hour. Product: C(CCC)OCCOCCO (diethylene glycol mono-n-butyl ether), CC(C)CC(C)(C#C)O (Surfynol). As a reaction SMILES: CCN(C1C=C[C:9]2[C:12]([C:25]3C(C(O)=O)=CC=CC=3)=[C:13]3[C:23]([O:24][C:8]=2C=1)=[CH:22][C:16](=[N+](CC)CC)[CH:15]=[CH:14]3)CC.[Cl-].[OH:35][CH2:36][CH:37](CO)[OH:38].[CH2:41](O)COCCO>O>[CH2:23]([O:24][CH2:8][CH2:9][O:35][CH2:36][CH2:37][OH:38])[CH2:13][CH2:14][CH3:15].[CH3:25][CH:12]([CH2:13][C:23]([OH:24])([C:22]#[CH:16])[CH3:41])[CH3:9] |f:0.1|. Reported procedure: A solution containing 2.50 g Kayacryl Rhodamine FB (Product Name, Nippon Kayaku, C.I. Acid Red 52), 0.06 g LM pectin (Product Name: LM-104AS, The Copenhagen Pectin Factory Ltd.), 5.00 g of glycerol, 5.00 g of diethylene glycol, 8.00 g diethylene glycol mono-n-butyl ether, 0.80 g of Surfynol 465, and 78.64 g of ultrapure water was prepared. The solution was stirred for 2 hours and then filtered through a 5 μm stainless steel mesh. The reactants are ClCCl, O=c1cc(-c2ccccc2)c2cc(C(O)c3cccc(F)c3)ccc2[nH]1, O=S(Cl)Cl. As a reaction SMILES: [Cl:31][CH2:32][Cl:33].[OH:1][CH:2]([c:3]1[cH:4][c:5]2[c:6](-[c:14]3[cH:15][cH:16][cH:17][cH:18][cH:19]3)[cH:7][c:8](=[O:13])[nH:9][c:10]2[cH:11][cH:12]1)[c:20]1[cH:21][c:22]([F:26])[cH:23][cH:24][cH:25]1.[S:27]([Cl:28])([Cl:29])=[O:30]>>[CH:2]([c:3]1[cH:4][c:5]2[c:6](-[c:14]3[cH:15][cH:16][cH:17][cH:18][cH:19]3)[cH:7][c:8](=[O:13])[nH:9][c:10]2[cH:11][cH:12]1)([c:20]1[cH:21][c:22]([F:26])[cH:23][cH:24][cH:25]1)[Cl:29]. The product is O=c1cc(-c2ccccc2)c2cc(C(Cl)c3cccc(F)c3)ccc2[nH]1.